From a dataset of the Open Reaction Database (ORD), a public repository of structured organic reaction records. describe an organic reaction: reactants, conditions, products, and yield Starting materials: [Al+3], CCOC(=O)CCCC(CC)OCC, [H-], [H-], [H-], [H-], [Li+], C1CCOC1. The product is CCOC(CC)CCCCO. RXN SMILES: [Al+3:2].[CH2:7]([CH3:8])[O:9][CH:10]([CH2:11][CH2:12][CH2:13][C:14](=[O:15])[O:16][CH2:17][CH3:18])[CH2:19][CH3:20].[H-:1].[H-:4].[H-:5].[H-:6].[Li+:3].[O:21]1[CH2:22][CH2:23][CH2:24][CH2:25]1>>[CH2:7]([CH3:8])[O:9][CH:10]([CH2:11][CH2:12][CH2:13][CH2:14][OH:15])[CH2:19][CH3:20]. The reactants are C1(=CC=CC=C1)C (Toluene), Br (hydrobromic acid), O1OOCCC1 (trioxane). The reagents and catalysts are [Br-].C(C1=CC=CC=C1)[N+](CC)(CC)CC (benzyltriethylammonium bromide). Run in C(C)(=O)O (acetic acid). Run at temperature 70 celsius, time 20 hour. Product: BrCC1=CC=C(C=C1)C (4-bromomethyltoluene). As a reaction SMILES: [C:1]1([CH3:7])[CH:6]=CC=[CH:3][CH:2]=1.[BrH:8].O1[CH2:14][CH2:13][CH2:12]OO1>[Br-].C([N+](CC)(CC)CC)C1C=CC=CC=1.C(O)(=O)C>[Br:8][CH2:12][C:13]1[CH:14]=[CH:6][C:1]([CH3:7])=[CH:2][CH:3]=1 |f:3.4|. Procedure details: Toluene (18 g) was added to a mixture of acetic acid (25 ml) and hydrobromic acid (95 ml), followed by trioxane (6.6 g) and benzyltriethylammonium bromide (2.0 g). The mixture was then heated to 70° C. and stirred well at the same temperature for 20 hours. After cooling to room temperature, the mixture was extracted with dichloromethane and then concentrated to give oil residue. The oil residue was distilled under vacuum to give the target product, 4-bromomethyltoluene (30.0 g). Result of measur... The reactants are [N+](=O)([O-])C=1C=C([N+](=CC1)[O-])C (4-nitro-2-picoline N-oxide), C(C)(=O)Cl (acetyl chloride). Solvent: C(C)(=O)OCC (ethyl acetate), C(Cl)(Cl)Cl (chloroform). Conditions: temperature -12.5 celsius, time 15 minute. Yields the product ClC1=CC(=[N+](C=C1)[O-])C (4-chloro-2-methylpyridine1-oxide). Yield: 16.8%. Reaction SMILES: [N+]([C:4]1[CH:5]=[C:6]([CH3:11])[N+:7]([O-:10])=[CH:8][CH:9]=1)([O-])=O.C([Cl:15])(=O)C>C(OCC)(=O)C.C(Cl)(Cl)Cl>[Cl:15][C:4]1[CH:9]=[CH:8][N+:7]([O-:10])=[C:6]([CH3:11])[CH:5]=1. Reported procedure: 4-nitro-2-picoline N-oxide (20 g, 130 mmol) was added to acetyl chloride (120 ml, 1688 mmol) in a nitrogen atmosphere at −25° C. The mixture was stirred at −30 to 5° C. for 4 hours and 15 minutes. After the reaction mixture was diluted with ethyl acetate (about 150 ml) and chloroform (about 100 ml), the mixture was concentrated. The residue was purified by silica gel column chromatography (NH silica gel: 200 g, elution solvent: heptane, heptane/ethyl acetate=75/25, 50/50, 25/75, ethyl acetate, e...